From a dataset of the Open Reaction Database (ORD), a public repository of structured organic reaction records. describe an organic reaction: reactants, conditions, products, and yield Starting materials: C(C1=CC=CC=C1)C=1C=C(CC2OCCO2)C=CC1 (2-(3-benzylbenzyl)-1,3-dioxolane), CC(=O)C (acetone), O (water). The reagents and catalysts are S(O)(O)(=O)=O (sulphuric acid). Solvent: C(C)OCC (diethyl ether). Conditions: time 8 hour. Product: C(C1=CC=CC=C1)C=1C=C(C=O)C=CC1 (3-benzylbenzaldehyde). Reaction SMILES: [CH2:1]([C:8]1[CH:9]=[C:10]([CH:17]=[CH:18][CH:19]=1)[CH2:11]C1OCCO1)[C:2]1[CH:7]=[CH:6][CH:5]=[CH:4][CH:3]=1.CC(C)=[O:22].O>S(=O)(=O)(O)O.C(OCC)C>[CH2:1]([C:8]1[CH:9]=[C:10]([CH:17]=[CH:18][CH:19]=1)[CH:11]=[O:22])[C:2]1[CH:7]=[CH:6][CH:5]=[CH:4][CH:3]=1. Procedure details: A mixture of 2-(3-benzylbenzyl)-1,3-dioxolane (8.2 g), acetone (100 cm3), water (10 cm3) and concentrated sulphuric acid (20 drops) was stirred overnight, then added to diethyl ether. The resultant mixture was washed with sodium bicarbonate solution, water and brine, and dried over anhydrous magnesium sulphate. Evaporation of the solvents under reduced pressure gave 3-benzylbenzaldehyde (6.5 g), which was used without further purification. Starting materials: FC1=C(C=CC=C1)[N+](=O)[O-] (1-fluoro-2-nitrobenzene), C([O-])([O-])=O.[K+].[K+] (potassium carbonate), CN1C(CCC1)=O (N-methylpyrrolidone), C1(=CC=CC=C1)NCCN (N-phenylethylenediamine). Solvent: O (Water). The product is C1(=CC=CC=C1)NCCNC1=C(C=CC=C1)[N+](=O)[O-] (N-phenyl-N′-(2-nitrophenyl)ethylenediamine). As a reaction SMILES: F[C:2]1[CH:7]=[CH:6][CH:5]=[CH:4][C:3]=1[N+:8]([O-:10])=[O:9].C(=O)([O-])[O-].[K+].[K+].CN1CCCC1=O.[C:24]1([NH:30][CH2:31][CH2:32][NH2:33])[CH:29]=[CH:28][CH:27]=[CH:26][CH:25]=1>O>[C:24]1([NH:30][CH2:31][CH2:32][NH:33][C:2]2[CH:7]=[CH:6][CH:5]=[CH:4][C:3]=2[N+:8]([O-:10])=[O:9])[CH:29]=[CH:28][CH:27]=[CH:26][CH:25]=1 |f:1.2.3|. Reported procedure: A mixture of 1-fluoro-2-nitrobenzene(15.5 g, 110 mmol) and potassium carbonate (15.2 g, 110 mmol) was stirred and a mixture of N-methylpyrrolidone (20 ml) and N-phenylethylenediamine (15.0 g, 110 mmol) was added over 1 h at room temperature. The mixture was stirred for 1 h. Water (200 ml) was added crystals were filtered off and triturated with petroleum ether. Yield 14.7 g, 52%. M.p. 64-66° C. Reagents/catalysts: [OH-].[Pd+2].[OH-].[C] (palladium hydroxide carbon). Run at time 8 hour. The yield is 65.9%. The product is NC1=CC(=C(OC2=CC(=NC=C2)NC(=O)N2CCC(CC2)N2CCN(CC2)C)C=C1)F (4-(4-Amino-2-fluorophenoxy)-2-{[4-(1-methylpiperazin-4-yl)piperidin-1-yl]carbonylamino}pyridine). Reaction SMILES: [F:1][C:2]1[CH:30]=[C:29]([N+:31]([O-])=O)[CH:28]=[CH:27][C:3]=1[O:4][C:5]1[CH:10]=[CH:9][N:8]=[C:7]([NH:11][C:12]([N:14]2[CH2:19][CH2:18][CH:17]([N:20]3[CH2:25][CH2:24][N:23]([CH3:26])[CH2:22][CH2:21]3)[CH2:16][CH2:15]2)=[O:13])[CH:6]=1>O1CCCC1.[OH-].[Pd+2].[OH-].[C]>[NH2:31][C:29]1[CH:28]=[CH:27][C:3]([O:4][C:5]2[CH:10]=[CH:9][N:8]=[C:7]([NH:11][C:12]([N:14]3[CH2:19][CH2:18][CH:17]([N:20]4[CH2:21][CH2:22][N:23]([CH3:26])[CH2:24][CH2:25]4)[CH2:16][CH2:15]3)=[O:13])[CH:6]=2)=[C:2]([F:1])[CH:30]=1 |f:2.3.4.5|. Reactants: FC1=C(OC2=CC(=NC=C2)NC(=O)N2CCC(CC2)N2CCN(CC2)C)C=CC(=C1)[N+](=O)[O-] (4-(2-Fluoro-4-nitrophenoxy)-2-{[4-(1-methylpiperazin-4-yl)piperidin-1-yl]carbonylamino}pyridine). The solvent is O1CCCC1 (tetrahydrofuran). Procedure: 4-(2-Fluoro-4-nitrophenoxy)-2-{[4-(1-methylpiperazin-4-yl)piperidin-1-yl]carbonylamino}pyridine (138 mg) was dissolved in tetrahydrofuran (30 ml). After adding 20% palladium hydroxide-carbon (89 mg), the mixture was stirred overnight under a hydrogen atmosphere. The catalyst was filtered and washed with tetrahydrofuran. The filtrate and the washings were combined and concentrated under reduced pressure, and the resultant residue was dried under reduced pressure to provide the title compound (85 ...